Dataset: the Open Reaction Database (ORD), a public repository of structured organic reaction records. Task: describe an organic reaction: reactants, conditions, products, and yield The reactants are C(C1=CC=CC=C1)OCC=1N(C(=C(N1)C(C)C)CC1=CC(=CC(=C1)Cl)Cl)C (2-benzyloxymethyl-5-(3,5-dichlorobenzyl)-4-isopropyl-1-methyl-1H-imidazole), Cl (hydrochloric acid). The solvent is C(C)O (ethanol). Conditions: temperature 110 celsius, time 3 hour. Product: ClC=1C=C(CC2=C(N=C(N2C)CO)C(C)C)C=C(C1)Cl ([5-(3,5-dichlorobenzyl)-4-isopropyl-1-methyl-1H-imidazol-2-yl]methanol). Yield: 95.5%. As a reaction SMILES: C([O:8][CH2:9][C:10]1[N:11]([CH3:27])[C:12]([CH2:18][C:19]2[CH:24]=[C:23]([Cl:25])[CH:22]=[C:21]([Cl:26])[CH:20]=2)=[C:13]([CH:15]([CH3:17])[CH3:16])[N:14]=1)C1C=CC=CC=1.Cl>C(O)C>[Cl:26][C:21]1[CH:20]=[C:19]([CH:24]=[C:23]([Cl:25])[CH:22]=1)[CH2:18][C:12]1[N:11]([CH3:27])[C:10]([CH2:9][OH:8])=[N:14][C:13]=1[CH:15]([CH3:16])[CH3:17]. Reported procedure: In 3 ml of ethanol was dissolved 470 mg (1.17 mmol)of 2-benzyloxymethyl-5-(3,5-dichlorobenzyl)-4-isopropyl-1-methyl-1H-imidazole (58), followed by addition of 10 ml of concentrated hydrochloric acid (36% aqueous solution), and the mixture was refluxed under heating at 110° C. After 3 hours, the reaction mixture was concentrated under reduced pressure, neutralized with aqueous sodium hydroxide, and extracted with ethyl acetate. The extract was washed with saturated brine, dried over anhydrous sod...